Task: describe an organic reaction: reactants, conditions, products, and yield. Dataset: the Open Reaction Database (ORD), a public repository of structured organic reaction records Reactants: amides, ureas, carbamates, BrC=1C=C(C=CC1)C(C)=O (1-(3-bromophenyl)ethanone), O1C(NCC1)=O (1,3-oxazolidin-2-one). Yields the product C(C)(=O)C=1C=C(C=CC1)N1C(OCC1)=O (3-(3-Acetylphenyl)-1,3-oxazolidin-2-one). As a reaction SMILES: Br[C:2]1[CH:3]=[C:4]([C:8](=[O:10])[CH3:9])[CH:5]=[CH:6][CH:7]=1.[O:11]1[CH2:15][CH2:14][NH:13][C:12]1=[O:16]>>[C:8]([C:4]1[CH:3]=[C:2]([N:13]2[CH2:14][CH2:15][O:11][C:12]2=[O:16])[CH:7]=[CH:6][CH:5]=1)(=[O:10])[CH3:9]. Procedure: The title compound was prepared in quantitative yield according to the general procedure for the preparation of the amides, ureas and carbamates (Method A) starting from 1-(3-bromophenyl)ethanone and 1,3-oxazolidin-2-one. Reactants: C1(=CC=C(C=C1)S(=O)(=O)[O-])C.C(=O)C1=C(C=C(OCCOC2CC[NH+](CC2)C)C=C1)C (4-[2-(4-Formyl-3-methyl-phenoxy)-ethoxy]-1-methyl-piperidinium toluene-4-sulfonate), O1CCOC12CCNCC2 (1,4-dioxa-8-aza-spiro[4.5]decane), [H-].C(C(C)C)[Al+]CC(C)C (diisobutylaluminum hydride), CCCCCC (hexane), [Na] (sodium). Solvent: CO (Methanol), C1(=CC=CC=C1)C (toluene), C(Cl)(Cl)Cl (chloroform), CC(C)O (2-propanol). Run at temperature 80 celsius, time 12 hour. The product is N1CCC(CC1)OCCO (2-(piperidin-4-yloxy)-ethanol). Reaction SMILES: C1(C)C=CC(S([O-])(=O)=O)=CC=1.C(C1C=CC([O:18][CH2:19][CH2:20][O:21][CH:22]2[CH2:27][CH2:26][NH+:25](C)[CH2:24][CH2:23]2)=CC=1C)=O.O1C2(CCNCC2)OCC1.[H-].C([Al+]CC(C)C)C(C)C.CCCCCC.[Na]>C1(C)C=CC=CC=1.C(Cl)(Cl)Cl.CC(O)C.CO>[NH:25]1[CH2:26][CH2:27][CH:22]([O:21][CH2:20][CH2:19][OH:18])[CH2:23][CH2:24]1 |f:0.1,3.4,^1:57|. Procedure: 4-[2-(4-Formyl-3-methyl-phenoxy)-ethoxy]-1-methyl-piperidinium toluene-4-sulfonate. To a solution of 1,4-dioxa-8-aza-spiro[4.5]decane (1.0 g, 7.0 mmol, 1.0 equiv) in toluene (20 mL) at 0° C. was added 1.0 M diisobutylaluminum hydride in hexane (20 mL, 20 mmol, 2.9 equiv). The solution was warmed to 80° C. and stirred for 12 h. Methanol (20 mL), satd. aq. sodium potassiuim tartrate (20 mL), and 10% 2-propanol in chloroform (100 mL) were added and the mixture was stirred for 30 min. The chloroform... Starting materials: solution, C[Si]([N-][Si](C)(C)C)(C)C.[Na+] (sodium hexamethyldisilazide), O1CCCC1 (tetrahydrofuran), NC1=NN(C=C1C(=O)OCC)C (Ethyl 3-amino-1-methylpyrazole-4-carboxylate), C(C=C)Br (allyl bromide), mono- and di-allyl. Solvent: CN1C(N(CCC1)C)=O (1,3-dimethyl-3,4,5,6-tetrahydro2(1H)-pyrimidinone), O (Water). Conditions: temperature -40 celsius, time 8 minute. Product: C(C=C)NC1=NN(C=C1C(=O)OCC)C (Ethyl 3-allylamino-1-methylpyrazole-4-carboxylate). Isolated yield 34.0%. RXN SMILES: [NH2:1][C:2]1[C:6]([C:7]([O:9][CH2:10][CH3:11])=[O:8])=[CH:5][N:4]([CH3:12])[N:3]=1.C[Si](C)(C)[N-][Si](C)(C)C.[Na+].O1C[CH2:26][CH2:25][CH2:24]1.C(Br)C=C>CN1CCCN(C)C1=O.O>[CH2:26]([NH:1][C:2]1[C:6]([C:7]([O:9][CH2:10][CH3:11])=[O:8])=[CH:5][N:4]([CH3:12])[N:3]=1)[CH:25]=[CH2:24] |f:1.2|. Reported procedure: Ethyl 3-amino-1-methylpyrazole-4-carboxylate, prepared by the method of Schmidt et al., Helvetica Chim. Acta. 42 349 (1959), (12.5 g, 7.40 mmol) was dissolved in 80 mL of 1,3-dimethyl-3,4,5,6-tetrahydro2(1H)-pyrimidinone (DMPU) and cooled to -40° C. A 1M solution of sodium hexamethyldisilazide in tetrahydrofuran (80 mL, 8.0 mmol) was added dropwise. After 8 minutes at -35° C., the reaction was cooled to -40° C. and 13.16 g (10.8 mmol) of allyl bromide was added dropwise. The reaction mixture was... Starting materials: CCN, CCCCCC, CCN(C(C)C)C(C)C, Clc1nc(Cl)nc(Cl)n1, Cl. Yields the product CCNc1nc(Cl)nc(Cl)n1. As a reaction SMILES: [CH2:11]([CH3:12])[NH2:13].[CH3:23][CH2:24][CH2:25][CH2:26][CH2:27][CH3:28].[CH:14]([N:15]([CH2:16][CH3:17])[CH:18]([CH3:19])[CH3:20])([CH3:21])[CH3:22].[Cl:1][c:2]1[n:3][c:4]([Cl:9])[n:5][c:6]([Cl:8])[n:7]1.[ClH:10]>>[c:2]1([NH:13][CH2:11][CH3:12])[n:3][c:4]([Cl:9])[n:5][c:6]([Cl:8])[n:7]1. The reactants are [BH4-], CN, CO, Cn1cccc1C(O)CCl, [Na+], O. Yields the product CNCC(O)c1cccn1C. As a reaction SMILES: [BH4-:13].[CH3:11][NH2:12].[CH3:15][OH:16].[Cl:1][CH2:2][CH:3]([OH:4])[c:5]1[n:6]([CH3:10])[cH:7][cH:8][cH:9]1.[Na+:14].[OH2:17]>>[CH2:2]([CH:3]([OH:4])[c:5]1[n:6]([CH3:10])[cH:7][cH:8][cH:9]1)[NH:12][CH3:11]. Starting materials: ClC=1C=C(C(=O)Cl)C=CC1Cl (3,4-dichlorobenzoyl chloride), NC1=C(C=C(C(=C1)Cl)[N+](=O)[O-])O (2-amino-4-chloro-5-nitrophenol). The solvent is C(C)(=O)OCC (ethyl acetate). Product: ClC=1C=C(C(=O)NC2=C(C=C(C(=C2)Cl)[N+](=O)[O-])O)C=CC1Cl (2-(3,4-dichlorobenzamido)-4-chloro-5-nitrophenol). Isolated yield 76.8%. RXN SMILES: [Cl:1][C:2]1[CH:3]=[C:4]([CH:8]=[CH:9][C:10]=1[Cl:11])[C:5](Cl)=[O:6].[NH2:12][C:13]1[CH:18]=[C:17]([Cl:19])[C:16]([N+:20]([O-:22])=[O:21])=[CH:15][C:14]=1[OH:23]>C(OCC)(=O)C>[Cl:1][C:2]1[CH:3]=[C:4]([CH:8]=[CH:9][C:10]=1[Cl:11])[C:5]([NH:12][C:13]1[CH:18]=[C:17]([Cl:19])[C:16]([N+:20]([O-:22])=[O:21])=[CH:15][C:14]=1[OH:23])=[O:6]. Reported procedure: 3,4-dichlorobenzoyl chloride (2) (38.0 g, 0.18 mol) was added to a stirred slurry of 2-amino-4-chloro-5-nitrophenol (1) (34.0 g, 0.18 mol) in ethyl acetate (250 ml) and the mixture refluxed for 2 h. After cooling the precipitate was filtered and then slurried in hot ethyl acetate (200 ml) and filtered again to give 50 g (77%) 2-(3,4-dichlorobenzamido)-4-chloro-5-nitrophenol (3). Starting materials: [Li]CCCC, CC(C)(C)CO, CS(=O)(=O)c1nc(Oc2cccnc2)c(-c2ccc(Cl)cc2)c(-c2ccc(Cl)cc2Cl)n1. The product is CC(C)(C)COc1nc(Oc2cccnc2)c(-c2ccc(Cl)cc2)c(-c2ccc(Cl)cc2Cl)n1. As a reaction SMILES: [CH2:33]([Li:34])[CH2:35][CH2:36][CH3:37].[CH2:38]([C:39]([CH3:40])([CH3:41])[CH3:42])[OH:43].[CH3:1][S:2](=[O:3])(=[O:4])[c:5]1[n:6][c:7](-[c:25]2[c:26]([Cl:32])[cH:27][c:28]([Cl:31])[cH:29][cH:30]2)[c:8](-[c:18]2[cH:19][cH:20][c:21]([Cl:24])[cH:22][cH:23]2)[c:9]([O:11][c:12]2[cH:13][n:14][cH:15][cH:16][cH:17]2)[n:10]1>>[c:5]1([O:43][CH2:38][C:39]([CH3:40])([CH3:41])[CH3:42])[n:6][c:7](-[c:25]2[c:26]([Cl:32])[cH:27][c:28]([Cl:31])[cH:29][cH:30]2)[c:8](-[c:18]2[cH:19][cH:20][c:21]([Cl:24])[cH:22][cH:23]2)[c:9]([O:11][c:12]2[cH:13][n:14][cH:15][cH:16][cH:17]2)[n:10]1. Starting materials: CN1C(=NC2=C1C=CC(=C2)N(CC(=O)OCC)S(=O)(=O)C=2C=CC=C1C=CC=NC21)CNCC2=CC=C(C=C2)C(N)=N (1-methyl-2-[N-(4-amidinobenzyl)-aminomethyl]-5-[N-(ethoxycarbonylmethyl)-quinoline-8-sulphonylamino]-benzimidazole), [OH-].[Na+] (sodium hydroxide). Product: CN1C(=NC2=C1C=CC(=C2)N(CC(=O)O)S(=O)(=O)C=2C=CC=C1C=CC=NC21)CNCC2=CC=C(C=C2)C(N)=N (1-methyl-2-[N-(4-amidinobenzyl)-aminomethyl]-5-[N-(hydroxycarbonylmethyl)-quinoline-8-sulphonylamino]-benzimidazole). As a reaction SMILES: [CH3:1][N:2]1[C:6]2[CH:7]=[CH:8][C:9]([N:11]([S:18]([C:21]3[CH:22]=[CH:23][CH:24]=[C:25]4[C:30]=3[N:29]=[CH:28][CH:27]=[CH:26]4)(=[O:20])=[O:19])[CH2:12][C:13]([O:15]CC)=[O:14])=[CH:10][C:5]=2[N:4]=[C:3]1[CH2:31][NH:32][CH2:33][C:34]1[CH:39]=[CH:38][C:37]([C:40](=[NH:42])[NH2:41])=[CH:36][CH:35]=1.[OH-].[Na+]>>[CH3:1][N:2]1[C:6]2[CH:7]=[CH:8][C:9]([N:11]([S:18]([C:21]3[CH:22]=[CH:23][CH:24]=[C:25]4[C:30]=3[N:29]=[CH:28][CH:27]=[CH:26]4)(=[O:20])=[O:19])[CH2:12][C:13]([OH:15])=[O:14])=[CH:10][C:5]=2[N:4]=[C:3]1[CH2:31][NH:32][CH2:33][C:34]1[CH:35]=[CH:36][C:37]([C:40](=[NH:41])[NH2:42])=[CH:38][CH:39]=1 |f:1.2|. Procedure: Prepared analogously to Example 3 from 1-methyl-2-[N-(4-amidinobenzyl)-aminomethyl]-5-[N-(ethoxycarbonylmethyl)-quinoline-8-sulphonylamino]-benzimidazole and sodium hydroxide solution. Run at time 3 hour. RXN SMILES: C(OC([N:8]1[CH2:13][CH2:12][N:11]([C:14]2[CH:19]=[CH:18][N:17]=[C:16]([NH:20][CH2:21][C:22]3[CH:27]=[CH:26][CH:25]=[C:24]([Cl:28])[CH:23]=3)[N:15]=2)[CH2:10][CH2:9]1)=O)(C)(C)C.FC(F)(F)C(O)=O.[OH-].[Na+]>C(Cl)Cl>[ClH:28].[Cl:28][C:24]1[CH:23]=[C:22]([CH:27]=[CH:26][CH:25]=1)[CH2:21][NH:20][C:16]1[N:15]=[C:14]([N:11]2[CH2:10][CH2:9][NH:8][CH2:13][CH2:12]2)[CH:19]=[CH:18][N:17]=1 |f:2.3,5.6|. Solvent: C(Cl)Cl (CH2Cl2). Reported procedure: To a solution of 4-[2-(3-chloro-benzylamino)-pyrimidin-4-yl]-piperazine-1-carboxylic acid tert-butyl ester (I-3a) (48.5 mg, 0.12 mmol) in CH2Cl2 (1 mL) was added trifluoroacetic acid (139 μL, 1.8 mmol). After stirring at room temperature for 3 h, the mixture was poured into 1N NaOH (10 mL) and extracted with CH2Cl2 (1×35 mL). The organic layer was washed with brine, dried and concentrated to afford the title compound as a free amine. The free amine in CH2Cl2 (1 mL) was added to 1M HCl in ether (... Product: Cl.ClC=1C=C(CNC2=NC=CC(=N2)N2CCNCC2)C=CC1 ((3-Chloro-benzyl)-(4-piperazin-1-yl-pyrimidin-2-yl)-amine, hydrochloride), amine. Reactants: C(C)(C)(C)OC(=O)N1CCN(CC1)C1=NC(=NC=C1)NCC1=CC(=CC=C1)Cl (4-[2-(3-chloro-benzylamino)-pyrimidin-4-yl]-piperazine-1-carboxylic acid tert-butyl ester), FC(C(=O)O)(F)F (trifluoroacetic acid), [OH-].[Na+] (NaOH). The reactants are IC=1C=C2CCC(N(C2=CC1)C)=O (6-iodo-1-methyl-1,2,3,4-tetrahydroquinolin-2-one), OC1(CC(OC(C1)C)C)C=1C=C(SC1)S (4-hydroxy-4-(2-mercaptothien-4-yl)-2,6-dimethyltetrahydropyran). The product is OC1(CC(OC(C1)C)C)C=1C=C(SC1)SC=1C=C2CCC(N(C2=CC1)C)=O (4-hydroxy-2,6-dimethyl-4-[2-(1-methyl-2-oxo-1,2,3,4-tetrahydroquinolin-6-ylthio)thien-4-yl]tetrahydropyran). The yield is 62.0%. RXN SMILES: I[C:2]1[CH:3]=[C:4]2[C:9](=[CH:10][CH:11]=1)[N:8]([CH3:12])[C:7](=[O:13])[CH2:6][CH2:5]2.[OH:14][C:15]1([C:23]2[CH:24]=[C:25]([SH:28])[S:26][CH:27]=2)[CH2:20][CH:19]([CH3:21])[O:18][CH:17]([CH3:22])[CH2:16]1>>[OH:14][C:15]1([C:23]2[CH:24]=[C:25]([S:28][C:2]3[CH:3]=[C:4]4[C:9](=[CH:10][CH:11]=3)[N:8]([CH3:12])[C:7](=[O:13])[CH2:6][CH2:5]4)[S:26][CH:27]=2)[CH2:16][CH:17]([CH3:22])[O:18][CH:19]([CH3:21])[CH2:20]1. Reported procedure: Using an analogous procedure to that described in Example 5, 6-iodo-1-methyl-1,2,3,4-tetrahydroquinolin-2-one was reacted with 4-hydroxy-4-(2-mercaptothien-4-yl)-2,6-dimethyltetrahydropyran to give 4-hydroxy-2,6-dimethyl-4-[2-(1-methyl-2-oxo-1,2,3,4-tetrahydroquinolin-6-ylthio)thien-4-yl]tetrahydropyran in 62% yield as a foam;